This data is from the Open Reaction Database (ORD), a public repository of structured organic reaction records. The task is: describe an organic reaction: reactants, conditions, products, and yield Reactants: N1C=NC=C1 (Imidazole), ClC=1C=C2C(C(COC2=CC1OC(C)=O)C1=CC=C(C=C1)OC(C)=O)=O (6-chloro-4′,7-diacetoxyisoflavan-4-one). Run in C(C)O (ethanol). Conditions: time 8 hour. The product is ClC=1C=C2C(C(COC2=CC1O)C1=CC=C(C=C1)O)=O (6-chloro-4′,7-dihydroxyisoflavan-4-one). Isolated yield 802.7%. Reaction SMILES: N1C=CN=C1.[Cl:6][C:7]1[CH:8]=[C:9]2[C:14](=[CH:15][C:16]=1[O:17]C(=O)C)[O:13][CH2:12][CH:11]([C:21]1[CH:26]=[CH:25][C:24]([O:27]C(=O)C)=[CH:23][CH:22]=1)[C:10]2=[O:31]>C(O)C>[Cl:6][C:7]1[CH:8]=[C:9]2[C:14](=[CH:15][C:16]=1[OH:17])[O:13][CH2:12][CH:11]([C:21]1[CH:26]=[CH:25][C:24]([OH:27])=[CH:23][CH:22]=1)[C:10]2=[O:31]. Procedure: Imidazole (0.60 g) was added to a suspension of 6-chloro-4′,7-diacetoxyisoflavan-4-one (0.24 g, 0.06 mmol) in absolute ethanol (5.0 ml) and the mixture was refluxed for 45 min under argon. The solution was concentrated under reduced pressure and distilled water (10 ml) was added to the residue. The mixture was left overnight in the fridge and the resulting precipitate was filtered, washed with water and dried to yield 6-chloro-4′,7-dihydroxyisoflavan-4-one (0.14 g, 75%) as a white powder. 1H NMR... The reactants are C(=O)(O)[O-].[Na+] (NaHCO3), [Si](C)(C)(C(C)(C)C)OC[C@@H]1N([C@H](C2=CC=CC(=C2C1)CCO)C)C(CC1=C(C=CC=C1F)Cl)=O (1-((1S,3R)-3-(((tert-butyldimethylsilyl)oxy)methyl)-5-(2-hydroxyethyl)-1-methyl-3,4-dihydroisoquinolin-2(1H)-yl)-2-(2-chloro-6-fluorophenyl)ethan-1-one), 3,3,3-triacetoxy-3-iodophthalide. Run in hexanes, C(Cl)Cl (CH2Cl2). Run at time 40 minute. The product is [Si](C)(C)(C(C)(C)C)OC[C@@H]1N([C@H](C2=CC=CC(=C2C1)CC=O)C)C(CC1=C(C=CC=C1F)Cl)=O (2-((1S,3R)-3-(((tert-butyldimethylsilyl)oxy)methyl)-2-(2-(2-chloro-6-fluorophenyl)acetyl)-1-methyl-1,2,3,4-tetrahydroisoquinolin-5-yl)acetaldehyde). Yield: 81.2%. As a reaction SMILES: [Si:1]([O:8][CH2:9][C@H:10]1[CH2:19][C:18]2[C:13](=[CH:14][CH:15]=[CH:16][C:17]=2[CH2:20][CH2:21][OH:22])[C@H:12]([CH3:23])[N:11]1[C:24](=[O:34])[CH2:25][C:26]1[C:31]([F:32])=[CH:30][CH:29]=[CH:28][C:27]=1[Cl:33])([C:4]([CH3:7])([CH3:6])[CH3:5])([CH3:3])[CH3:2].C([O-])(O)=O.[Na+]>C(Cl)Cl>[Si:1]([O:8][CH2:9][C@H:10]1[CH2:19][C:18]2[C:13](=[CH:14][CH:15]=[CH:16][C:17]=2[CH2:20][CH:21]=[O:22])[C@H:12]([CH3:23])[N:11]1[C:24](=[O:34])[CH2:25][C:26]1[C:31]([F:32])=[CH:30][CH:29]=[CH:28][C:27]=1[Cl:33])([C:4]([CH3:7])([CH3:5])[CH3:6])([CH3:3])[CH3:2] |f:1.2|. Procedure: Dissolve 1-((1S,3R)-3-(((tert-butyldimethylsilyl)oxy)methyl)-5-(2-hydroxyethyl)-1-methyl-3,4-dihydroisoquinolin-2(1H)-yl)-2-(2-chloro-6-fluorophenyl)ethan-1-one (1.08 g, 2.13 mmol) in CH2Cl2 (21 mL). Add NaHCO3 (1.08 g, 12.9 mmol) and 3,3,3-triacetoxy-3-iodophthalide (1.09 g, 2.56 mmol) at room temperature. Stir 40 min. Add saturated NaHCO3 solution and saturated Na2S2O3 solution, extract with ethyl acetate three times. Combine the ethyl acetate extracts, dry over sodium sulfate, filter, and con... Reactants: CCN(CC)CCCN, ClC(Cl)Cl, O=C(Cl)N1CCC(Oc2cccc(Cl)c2)C1, [Na+], [Na+], O=C([O-])[O-], O. The product is CCN(CC)CCCNC(=O)N1CCC(Oc2cccc(Cl)c2)C1. RXN SMILES: [CH2:23]([CH3:24])[N:25]([CH2:26][CH2:27][CH2:28][NH2:29])[CH2:30][CH3:31].[CH:33]([Cl:34])([Cl:35])[Cl:36].[Cl:1][c:2]1[cH:3][c:4]([O:5][CH:6]2[CH2:7][N:8]([C:11](=[O:12])[Cl:13])[CH2:9][CH2:10]2)[cH:14][cH:15][cH:16]1.[Na+:17].[Na+:18].[O-:19][C:20](=[O:21])[O-:22].[OH2:32]>>[Cl:1][c:2]1[cH:3][c:4]([O:5][CH:6]2[CH2:7][N:8]([C:11](=[O:12])[NH:29][CH2:28][CH2:27][CH2:26][N:25]([CH2:23][CH3:24])[CH2:30][CH3:31])[CH2:9][CH2:10]2)[cH:14][cH:15][cH:16]1. Starting materials: O1CCOCC1 (dioxane), BrC1=NN(C=N1)C1=CC=C(C=C1)OC(F)(F)F (3-bromo-1-(4-(trifluoromethoxy)phenyl)-1H-1,2,4-triazole), CC1(OB(OC1(C)C)C1=CC=C(C=C1)CCCN1C(C2=CC=CC=C2C1=O)=O)C (2-(3-(4-(4,4,5,5-tetramethyl-1,3,2-dioxaborolan-2-yl)phenyl)propyl)isoindoline-1,3-dione), C([O-])(O)=O.[Na+] (sodium bicarbonate). Isolated yield 53.0%. The reagents and catalysts are C=1C=CC(=CC1)[P](C=2C=CC=CC2)(C=3C=CC=CC3)[Pd]([P](C=4C=CC=CC4)(C=5C=CC=CC5)C=6C=CC=CC6)([P](C=7C=CC=CC7)(C=8C=CC=CC8)C=9C=CC=CC9)[P](C=1C=CC=CC1)(C=1C=CC=CC1)C=1C=CC=CC1 (tetrakis(triphenylphosphine)palladium(0)). Solvent: O (water), C(C)(=O)OCC (ethyl acetate). Reaction conditions: temperature 140 celsius. Procedure details: To 3-bromo-1-(4-(trifluoromethoxy)phenyl)-1H-1,2,4-triazole (C1) (0.50 g, 1.6 mmol), 2-(3-(4-(4,4,5,5-tetramethyl-1,3,2-dioxaborolan-2-yl)phenyl)propyl)isoindoline-1,3-dione (C58) (0.64 g, 1.6 mmol), sodium bicarbonate (0.27 g, 3.3 mmol), and tetrakis(triphenylphosphine)palladium(0) (0.19 g, 0.16 mmol) in a 10-20 mL microwave vial equipped with a stir bar was added dioxane (12 mL) and water (4.1 mL). The reaction was capped and heated at 140° C. for 30 minutes in a Biotage Initiator® microwave r... RXN SMILES: Br[C:2]1[N:6]=[CH:5][N:4]([C:7]2[CH:12]=[CH:11][C:10]([O:13][C:14]([F:17])([F:16])[F:15])=[CH:9][CH:8]=2)[N:3]=1.CC1(C)C(C)(C)OB([C:26]2[CH:31]=[CH:30][C:29]([CH2:32][CH2:33][CH2:34][N:35]3[C:43](=[O:44])[C:42]4[C:37](=[CH:38][CH:39]=[CH:40][CH:41]=4)[C:36]3=[O:45])=[CH:28][CH:27]=2)O1.C(=O)(O)[O-].[Na+].O1CCOCC1>C(OCC)(=O)C.C1C=CC([P]([Pd]([P](C2C=CC=CC=2)(C2C=CC=CC=2)C2C=CC=CC=2)([P](C2C=CC=CC=2)(C2C=CC=CC=2)C2C=CC=CC=2)[P](C2C=CC=CC=2)(C2C=CC=CC=2)C2C=CC=CC=2)(C2C=CC=CC=2)C2C=CC=CC=2)=CC=1.O>[F:15][C:14]([F:17])([F:16])[O:13][C:10]1[CH:11]=[CH:12][C:7]([N:4]2[CH:5]=[N:6][C:2]([C:26]3[CH:27]=[CH:28][C:29]([CH2:32][CH2:33][CH2:34][N:35]4[C:36](=[O:45])[C:37]5[C:42](=[CH:41][CH:40]=[CH:39][CH:38]=5)[C:43]4=[O:44])=[CH:30][CH:31]=3)=[N:3]2)=[CH:8][CH:9]=1 |f:2.3,^1:67,69,88,107|. Yields the product FC(OC1=CC=C(C=C1)N1N=C(N=C1)C1=CC=C(C=C1)CCCN1C(C2=CC=CC=C2C1=O)=O)(F)F (2-(3-(4-(1-(4-(trifluoromethoxy)phenyl)-1H-1,2,4-triazol-3-yl)phenyl)propyl)isoindoline-1,3-dione), solid. The reactants are [BH4-], CC(=O)c1ccccc1N(C)C(=O)c1ccc(NC(=O)c2ccccc2-c2ccc(C)cc2)cc1, CO, ClC(Cl)Cl, [Na+]. The product is Cc1ccc(-c2ccccc2C(=O)Nc2ccc(C(=O)N(C)c3ccccc3C(C)O)cc2)cc1. Reaction SMILES: [BH4-:36].[CH3:1][c:2]1[cH:3][cH:4][c:5](-[c:8]2[c:9]([C:14](=[O:15])[NH:16][c:17]3[cH:18][cH:19][c:20]([C:21](=[O:22])[N:23]([c:24]4[c:25]([C:30]([CH3:31])=[O:32])[cH:26][cH:27][cH:28][cH:29]4)[CH3:33])[cH:34][cH:35]3)[cH:10][cH:11][cH:12][cH:13]2)[cH:6][cH:7]1.[CH3:42][OH:43].[CH:38]([Cl:39])([Cl:40])[Cl:41].[Na+:37]>>[CH3:1][c:2]1[cH:3][cH:4][c:5](-[c:8]2[c:9]([C:14](=[O:15])[NH:16][c:17]3[cH:18][cH:19][c:20]([C:21](=[O:22])[N:23]([c:24]4[c:25]([CH:30]([CH3:31])[OH:32])[cH:26][cH:27][cH:28][cH:29]4)[CH3:33])[cH:34][cH:35]3)[cH:10][cH:11][cH:12][cH:13]2)[cH:6][cH:7]1. The reactants are OC1=CC=CC=2OC(=CC21)C=2OC(=NN2)CC (2-(4-hydroxybenzo(b)furan-2-yl)-5-ethyl-1,3,4-oxadiazole), S(=O)(=O)(OC[C@@H]1CO1)C1=CC=C([N+](=O)[O-])C=C1 ((S)-glycidyl nosylate), C([O-])([O-])=O.[K+].[K+] (potassium carbonate). The product is C([C@@H]1CO1)OC1=CC=CC=2OC(=CC21)C=2OC(=NN2)CC ((S)-2-(4-glycidyloxybenzo(b)furan-2-yl)-5-ethyl-1,3,4-oxadiazole). Yield: 98.6%. As a reaction SMILES: [OH:1][C:2]1[C:10]2[CH:9]=[C:8]([C:11]3[O:12][C:13]([CH2:16][CH3:17])=[N:14][N:15]=3)[O:7][C:6]=2[CH:5]=[CH:4][CH:3]=1.S(C1C=CC([N+]([O-])=O)=CC=1)(O[CH2:22][C@H:23]1[O:25][CH2:24]1)(=O)=O.C(=O)([O-])[O-].[K+].[K+]>>[CH2:22]([O:1][C:2]1[C:10]2[CH:9]=[C:8]([C:11]3[O:12][C:13]([CH2:16][CH3:17])=[N:14][N:15]=3)[O:7][C:6]=2[CH:5]=[CH:4][CH:3]=1)[C@H:23]1[O:25][CH2:24]1 |f:2.3.4|. Procedure details: By the reactions in the same manner as in Starting Material Synthesis Example 1 using 2-(4-hydroxybenzo(b)furan-2-yl)-5-ethyl-1,3,4-oxadiazole (3.1 g) obtained in Starting Material Synthesis Example 75, (S)-glycidyl nosylate (3.5 g) and potassium carbonate (5.6 g), the title compound (3.8 g) was obtained as pale-yellow crystals. Starting materials: COC(=O)c1ccc(F)c(Br)c1, Oc1cccc(F)c1. Product: COC(=O)c1ccc(Oc2cccc(F)c2)c(Br)c1. Reaction SMILES: [Br:1][c:2]1[cH:3][c:4]([C:5](=[O:6])[O:7][CH3:8])[cH:9][cH:10][c:11]1[F:12].[F:13][c:14]1[cH:15][c:16]([OH:20])[cH:17][cH:18][cH:19]1>>[Br:1][c:2]1[cH:3][c:4]([C:5](=[O:6])[O:7][CH3:8])[cH:9][cH:10][c:11]1[O:20][c:16]1[cH:15][c:14]([F:13])[cH:19][cH:18][cH:17]1. Starting materials: OC1=C(C=NC2=NC(=CC=C12)C)C(=O)O (4-hydroxy-7-methyl-1,8-naphthyridine-3-carboxylic acid), N1=CC=CC=C1 (pyridine), FC(C(=O)OC1=CC=C(C=C1)[N+](=O)[O-])(F)F (p-nitrophenyl trifluoroacetate). Conditions: temperature 55 celsius, time 2 hour. Yields the product [N+](=O)([O-])C1=CC=C(C=C1)OC(=O)C=1C(=NC2=NC=CC(=C2C1O)C)C (4-hydroxy--methyl--methyl-1,8-naphthyridine-3-carboxylic acid p-nitrophenyl ester). RXN SMILES: [OH:1][C:2]1[C:11]2[C:6](=[N:7][C:8](C)=[CH:9][CH:10]=2)[N:5]=[CH:4][C:3]=1C(O)=O.F[C:17](F)(F)[C:18]([O:20][C:21]1[CH:26]=[CH:25][C:24]([N+:27]([O-:29])=[O:28])=[CH:23][CH:22]=1)=[O:19].N1C=CC=C[CH:33]=1>>[N+:27]([C:24]1[CH:25]=[CH:26][C:21]([O:20][C:18]([C:17]2[C:4]([CH3:3])=[N:5][C:6]3[C:11]([C:2]=2[OH:1])=[C:10]([CH3:33])[CH:9]=[CH:8][N:7]=3)=[O:19])=[CH:22][CH:23]=1)([O-:29])=[O:28]. Reported procedure: A mixture of 1 g of 4-hydroxy-7-methyl-1,8-naphthyridine-3-carboxylic acid and 25 ml of anhydrous pyridine was heated on an oil bath at 50 to 60°C while stirring. Then, 1.38 g of p-nitrophenyl trifluoroacetate were added thereto and, after the heating was interrupted, stirring was carried out for 2 hours. The precipitated crystals were collected by filtration and washed with ethanol to give 4-hydroxy--methyl--methyl-1,8-naphthyridine-3-carboxylic acid p-nitrophenyl ester as pale yellow crystalli...